This data is from the Open Reaction Database (ORD), a public repository of structured organic reaction records. The task is: describe an organic reaction: reactants, conditions, products, and yield Starting materials: CC(C1=CC=CC=C1)(C)C1=CC=C(C(C(=O)O)=C1)O (5-(α, α-dimethylbenzyl)salicylic acid), CC1=CC=C(CCl)C=C1 (p-methylbenzyl chloride), resultant mixture. Reagents/catalysts: [Cl-].[Zn+2].[Cl-] (zinc chloride). The solvent is [N+](=O)([O-])C (nitromethane). Conditions: time 2 hour. Product: C(C=1C(O)=CC=CC1)(=O)O (Salicylic Acid). RXN SMILES: CC([C:10]1[CH:18]=[C:14]([C:15]([OH:17])=[O:16])[C:13]([OH:19])=[CH:12][CH:11]=1)(C)C1C=CC=CC=1.CC1C=CC(CCl)=CC=1>[Cl-].[Zn+2].[Cl-].[N+](C)([O-])=O>[C:15]([OH:17])(=[O:16])[C:14]1[C:13](=[CH:12][CH:11]=[CH:10][CH:18]=1)[OH:19] |f:2.3.4|. Reported procedure: A glass-made reactor was charged with 5.1 g (0.02 mole) of 5-(α, α-dimethylbenzyl)salicylic acid, 50 ml of nitromethane, and as a catalyst, 1.4 g of anhydrous zinc chloride. The resultant mixture was maintained at 95° C. under stirring. At the same temperature, 22.5 g (0.16 mole) of p-methylbenzyl chloride was added dropwise over 10 hours to conduct a reaction. After completion of the dropwise addition, the reaction mixture was aged for 2 hours at the same temperature to complete the reaction. T... Starting materials: Cl (HCl), C(C)(C)(C)OC(=O)N1CCC(CC1)C(=O)NS(=O)(=O)C1=CC(=CC(=C1)C(F)(F)F)C(F)(F)F (4-(3,5-bis-trifluoromethyl-benzenesulfonylaminocarbonyl)-piperidine-1-carboxylic acid tert.-butyl ester). Run in CCOCC ((C2H5)2O), CO (MeOH), C(Cl)Cl (CH2Cl2). The product is N1CCC(CC1)C(=O)NS(=O)(=O)C1=CC(=CC(=C1)C(F)(F)F)C(F)(F)F (N-(piperidine-4-carbonyl)-3,5-bis-trifluoromethyl-benzenesulfonamide), Cl (hydrochloride). As a reaction SMILES: C(OC([N:8]1[CH2:13][CH2:12][CH:11]([C:14]([NH:16][S:17]([C:20]2[CH:25]=[C:24]([C:26]([F:29])([F:28])[F:27])[CH:23]=[C:22]([C:30]([F:33])([F:32])[F:31])[CH:21]=2)(=[O:19])=[O:18])=[O:15])[CH2:10][CH2:9]1)=O)(C)(C)C.[ClH:34]>CO.C(Cl)Cl.CCOCC>[NH:8]1[CH2:13][CH2:12][CH:11]([C:14]([NH:16][S:17]([C:20]2[CH:21]=[C:22]([C:30]([F:31])([F:32])[F:33])[CH:23]=[C:24]([C:26]([F:29])([F:27])[F:28])[CH:25]=2)(=[O:18])=[O:19])=[O:15])[CH2:10][CH2:9]1.[ClH:34]. Procedure details: 2 g of 4-(3,5-bis-trifluoromethyl-benzenesulfonylaminocarbonyl)-piperidine-1-carboxylic acid tert.-butyl ester are dissolved in a mixture of 1 ml MeOH and 9 ml of CH2Cl2. The resulting mixture is treated at RT with 20 ml of 3 N HCl in (C2H5)2O for ca. 16 hours. Solvent is evaporated and N-(piperidine-4-carbonyl)-3,5-bis-trifluoromethyl-benzenesulfonamide in the form of a hydrochloride is obtained. m.p. 285-291°. Reactants: Cl.C1(=CC=CC=C1)C=1C(=C2C=CC=CN2C1)S(=O)(=O)C1=CC(=C(C=C1)OCCCNC(C)(C)C)C (2-Phenyl-1-{4-[3-(tert-butylamino)propyloxy]-3-methylbenzenesulphonyl}indolizine hydrochloride). The solvent is CO (methanol). Yields the product Cl.C1(=CC=CC=C1)C=1C(=C2C=CC=CN2C1)S(=O)(=O)C1=CC=C(C=C1)OCCCNC(C)(C)C (2-Phenyl-1-{4-[3-(tert-butylamino)propyloxy]benzenesulphonyl}indolizine hydrochloride). Reaction SMILES: [ClH:1].[C:2]1([C:8]2[C:9]([S:17]([C:20]3[CH:25]=[CH:24][C:23]([O:26][CH2:27][CH2:28][CH2:29][NH:30][C:31]([CH3:34])([CH3:33])[CH3:32])=[C:22](C)[CH:21]=3)(=[O:19])=[O:18])=[C:10]3[N:15]([CH:16]=2)[CH:14]=[CH:13][CH:12]=[CH:11]3)[CH:7]=[CH:6][CH:5]=[CH:4][CH:3]=1>CO>[ClH:1].[C:2]1([C:8]2[C:9]([S:17]([C:20]3[CH:21]=[CH:22][C:23]([O:26][CH2:27][CH2:28][CH2:29][NH:30][C:31]([CH3:34])([CH3:33])[CH3:32])=[CH:24][CH:25]=3)(=[O:18])=[O:19])=[C:10]3[N:15]([CH:16]=2)[CH:14]=[CH:13][CH:12]=[CH:11]3)[CH:7]=[CH:6][CH:5]=[CH:4][CH:3]=1 |f:0.1,3.4|. Reported procedure: 2-Phenyl-1-{4-[3-(tert-butylamino)propyloxy]-3-methylbenzenesulphonyl}indolizine hydrochloride (SR 33485 A) (Example 25) M.p. b 181° C. (methanol) Starting materials: CN(C)C(=[N+](C)C)ON1C2=C(C=CC=C2)N=N1.[B-](F)(F)(F)F (TBTU), NC=1SC(=C(N1)C(=O)O)C1=CC(=CC=C1)F (2-amino-5-(3-fluoro-phenyl)-thiazole-4-carboxylic acid), [C@H]12N[C@@H](C[C@@H]2C1)CNC(C(F)(F)F)=O (N-[(1S,3S,5S)-2-aza-bicyclo[3.1.0]hex-3-ylmethyl]-2,2,2-trifluoro-acetamide), CCN(C(C)C)C(C)C (DIPEA). The solvent is C(Cl)Cl (DCM), CN(C)C=O (DMF). Yields the product NC=1SC(=C(N1)C(=O)N1[C@H]2C[C@H]2C[C@H]1CNC(C(F)(F)F)=O)C1=CC(=CC=C1)F (N-{(1S,3S,5S)-2-[2-amino-5-(3-fluoro-phenyl)-thiazole-4-carbonyl]-2-aza-bicyclo[3.1.0]hex-3-ylmethyl}-2,2,2-trifluoro-acetamide). As a reaction SMILES: CN(C(ON1N=NC2C=CC=CC1=2)=[N+](C)C)C.[B-](F)(F)(F)F.[NH2:23][C:24]1[S:25][C:26]([C:32]2[CH:37]=[CH:36][CH:35]=[C:34]([F:38])[CH:33]=2)=[C:27]([C:29]([OH:31])=O)[N:28]=1.[C@H:39]12[CH2:44][C@H:43]1[CH2:42][C@@H:41]([CH2:45][NH:46][C:47](=[O:52])[C:48]([F:51])([F:50])[F:49])[NH:40]2.CCN(C(C)C)C(C)C>C(Cl)Cl.CN(C=O)C>[NH2:23][C:24]1[S:25][C:26]([C:32]2[CH:37]=[CH:36][CH:35]=[C:34]([F:38])[CH:33]=2)=[C:27]([C:29]([N:40]2[C@H:41]([CH2:45][NH:46][C:47](=[O:52])[C:48]([F:50])([F:51])[F:49])[CH2:42][C@H:43]3[C@@H:39]2[CH2:44]3)=[O:31])[N:28]=1 |f:0.1|. Reported procedure: TBTU (3.22 mmol, 1.05 eq) is added to a solution of 2-amino-5-(3-fluoro-phenyl)-thiazole-4-carboxylic acid (3.07 mmol, 1.0 eq), N-[(1S,3S,5S)-2-aza-bicyclo[3.1.0]hex-3-ylmethyl]-2,2,2-trifluoro-acetamide (3.07 mmol, 1.0 eq) and DIPEA (9.20 mmol, 3.0 eq) in DCM (15 mL) and DMF (3.0 mL). After 2 h the mixture is washed twice with water, once with sat. aqueous NaHCO3 solution, once with hydrochloric acid (0.2 M) and three times with water. The organic layer is dried over Na2SO4, the solvents are re... Starting materials: C(C)(=O)NCC(C)(C)C1=CC(=C(C=C1)N)N (4-(2-acetamidomethylpropan-2-yl)-1,2-diaminobenzene), ClCCl (dichloromethane), CC1=CC=C(C(=O)Cl)C=C1 (4-methylbenzoic acid chloride). The solvent is C(C)N(CC)CC (triethylamine). Reaction conditions: time 3 hour. Yields the product C(C)(=O)NCC(C)(C)C1=CC2=C(N=C(N2)C2=CC=C(C=C2)C)C=C1 (5-(2-Acetamidomethyl-propan-2-yl)-2-(4-methylphenyl)benzimidazole). RXN SMILES: [C:1]([NH:4][CH2:5][C:6]([C:9]1[CH:14]=[CH:13][C:12]([NH2:15])=[C:11]([NH2:16])[CH:10]=1)([CH3:8])[CH3:7])(=[O:3])[CH3:2].ClCCl.[CH3:20][C:21]1[CH:29]=[CH:28][C:24]([C:25](Cl)=O)=[CH:23][CH:22]=1>C(N(CC)CC)C>[C:1]([NH:4][CH2:5][C:6]([C:9]1[CH:14]=[CH:13][C:12]2[N:15]=[C:20]([C:21]3[CH:29]=[CH:28][C:24]([CH3:25])=[CH:23][CH:22]=3)[NH:16][C:11]=2[CH:10]=1)([CH3:8])[CH3:7])(=[O:3])[CH3:2]. Reported procedure: To 4.4 g. of the 4-(2-acetamidomethylpropan-2-yl)-1,2-diaminobenzene (prepared in Example 1f) in 120 ml. dry dichloromethane are added 3.3 ml. triethylamine and then, with ice cooling, 3.06 g. 4-methylbenzoic acid chloride. After stirring the reaction mixture for 3 hours at ambient temperature, the solvent is removed in a vacuum. The residue is dissolved in water and extracted three times with dichloromethane, the organic phase is dried over anhydrous sodium sulphate, filtered and the solvent is... The reactants are C(C)(=O)OC1=C(C=CC=C1)C(NC=1SC=C(N1)SC)=O (2-{[4-(methylthio)-1,3-thiazol-2-yl]carbamoyl}phenyl acetate), OOS(=O)[O-].[K+] (Oxone), OOS(=O)[O-].[K+] (Oxone). Solvent: CO (methanol), O (water). Reaction conditions: temperature 0 celsius, time 25 minute. The product is C(C)(=O)OC1=C(C=CC=C1)C(NC=1SC=C(N1)S(=O)C)=O (2-{[4-(Methylsulfinyl)-1,3-thiazol-2-yl]carbamoyl}phenyl acetate). The yield is 100.0%. As a reaction SMILES: [OH:1]OS([O-])=O.[K+].[C:7]([O:10][C:11]1[CH:16]=[CH:15][CH:14]=[CH:13][C:12]=1[C:17](=[O:26])[NH:18][C:19]1[S:20][CH:21]=[C:22]([S:24][CH3:25])[N:23]=1)(=[O:9])[CH3:8]>O.CO>[C:7]([O:10][C:11]1[CH:16]=[CH:15][CH:14]=[CH:13][C:12]=1[C:17](=[O:26])[NH:18][C:19]1[S:20][CH:21]=[C:22]([S:24]([CH3:25])=[O:1])[N:23]=1)(=[O:9])[CH3:8] |f:0.1|. Reported procedure: A solution of Oxone® (2.71 g, 4.44 mmol) dissolved in a minimum amount of water (15.0 mL) was added to a cold solution (0° C.) of 509 (0.514 g, 1.47 mmol) dissolved in a minimum amount of methanol (200 mL). On addition of the Oxone® solution a white solid precipitated. Additional methanol (100 mL) was added to the reaction. After stirring 25 min at 0° C., a saturated aqueous solution of Na2S2O3 was added to the reaction. The reaction was concentrated to remove excess methanol. The aqueous residu... Reactants: C(C1=CC=CC=C1)OC(=O)NCCCCC(C(C(=O)OCC)C1=CC=CC=C1)O (ethyl 7-(N-benzyloxycarbonylamino)-3-hydroxy-2-phenylheptanoate), compound, CN(C)C1=NC=CC=C1 (dimethylaminopyridine), C1(=CC=C(C=C1)S(=O)(=O)Cl)C (p-toluenesulfonyl chloride). Run in N1=CC=CC=C1 (pyridine). Product: C(C1=CC=CC=C1)OC(=O)NCCCCC(C(C(=O)OC)C1=CC=CC=C1)OS(=O)(=O)C1=CC=C(C=C1)C (methyl 7-(N-benzyloxycarbonylamino)-3-p-toluenesulfonyloxy-2-phenylheptanoate). Isolated yield 61.8%. As a reaction SMILES: [CH2:1]([O:8][C:9]([NH:11][CH2:12][CH2:13][CH2:14][CH2:15][CH:16]([OH:29])[CH:17]([C:23]1[CH:28]=[CH:27][CH:26]=[CH:25][CH:24]=1)[C:18]([O:20][CH2:21]C)=[O:19])=[O:10])[C:2]1[CH:7]=[CH:6][CH:5]=[CH:4][CH:3]=1.CN(C1C=CC=CN=1)C.[C:39]1([CH3:49])[CH:44]=[CH:43][C:42]([S:45](Cl)(=[O:47])=[O:46])=[CH:41][CH:40]=1>N1C=CC=CC=1>[CH2:1]([O:8][C:9]([NH:11][CH2:12][CH2:13][CH2:14][CH2:15][CH:16]([O:29][S:45]([C:42]1[CH:43]=[CH:44][C:39]([CH3:49])=[CH:40][CH:41]=1)(=[O:47])=[O:46])[CH:17]([C:23]1[CH:28]=[CH:27][CH:26]=[CH:25][CH:24]=1)[C:18]([O:20][CH3:21])=[O:19])=[O:10])[C:2]1[CH:7]=[CH:6][CH:5]=[CH:4][CH:3]=1. Reported procedure: The same procedures as in Example 30 were performed except that 27.2 g (70.4 mmol) of methyl 7-(N-benzyloxycarbonylamino)-3-hydroxy-2-phenylheptanoate obtained in Example 9 was dissolved in 136 ml of pyridine; 1.27 g (10.39 mmol) of dimethylaminopyridine was added; and 20.1 g (105.6 mmol) of p-toluenesulfonyl chloride was added; to prepare the target compound as a pale yellow oil in an amount 23.5 g at a yield of 61.8%. The analytical results on the target compound are given below. Reactants: C(C=C)ON=C1C[C@H](N(C1)C(=O)OC(C)(C)C)C(=O)O ((2S,4EZ)-4-[(allyloxy)-imino]-1-(tert-butoxycarbonyl)-2-pyrrolidinecarboxylic acid), O=C1OC(=CC=C1C(=O)Cl)CCCCC (2-oxo-6-pentyl-2H-pyran-3-carbonyl chloride), C(C)N(CCN)CC (N1,N1-diethyl-1,2-ethanediamine). The product is C(C=C)ON=C1C[C@H](N(C1)C(=O)C=1C(OC(=CC1)CCCCC)=O)C(=O)NCCN(CC)CC ((2S,4EZ)-4-[(allyloxy)imino]-N-[2-(diethylamino)ethyl]-1-[(2-oxo-6-pentyl-2H-pyran-3-yl)carbonyl]-2-pyrrolidinecarboxamide). Reaction SMILES: [CH2:1]([O:4][N:5]=[C:6]1[CH2:10][N:9]([C:11]([O:13]C(C)(C)C)=O)[C@H:8]([C:18]([OH:20])=O)[CH2:7]1)[CH:2]=[CH2:3].[O:21]=[C:22]1[C:27](C(Cl)=O)=[CH:26][CH:25]=[C:24]([CH2:31][CH2:32][CH2:33][CH2:34][CH3:35])[O:23]1.[CH2:36]([N:38]([CH2:42][CH3:43])[CH2:39][CH2:40][NH2:41])[CH3:37]>>[CH2:1]([O:4][N:5]=[C:6]1[CH2:10][N:9]([C:11]([C:27]2[C:22](=[O:21])[O:23][C:24]([CH2:31][CH2:32][CH2:33][CH2:34][CH3:35])=[CH:25][CH:26]=2)=[O:13])[C@H:8]([C:18]([NH:41][CH2:40][CH2:39][N:38]([CH2:42][CH3:43])[CH2:36][CH3:37])=[O:20])[CH2:7]1)[CH:2]=[CH2:3]. Procedure details: Following the general method as outlined in Example 22, starting from (2S,4EZ)-4-[(allyloxy)-imino]-1-(tert-butoxycarbonyl)-2-pyrrolidinecarboxylic acid, 2-oxo-6-pentyl-2H-pyran-3-carbonyl chloride, and N1,N1-diethyl-1,2-ethanediamine the title compound was obtained in 93% purity by LC/MS. MS(ESI+): m/z=475.4.